This data is from the Open Reaction Database (ORD), a public repository of structured organic reaction records. The task is: describe an organic reaction: reactants, conditions, products, and yield Starting materials: CN(C(=O)N(C1=CC=C(C=C1)CO)C)C1=CC=C(C=C1)CO (N,N'-dimethyl-N,N'-bis(p-hydroxymethylphenyl) urea), Cl (HCl), C(Cl)(Cl)Cl (CHCl3), CCCCCC (hexane). Yields the product CN(C(=O)N(C1=CC=C(C=C1)CCl)C)C1=CC=C(C=C1)CCl (N,N'-dimethyl-N,N'- bis(p-chloromethylphenyl) urea). Reaction SMILES: [CH3:1][N:2]([C:15]1[CH:20]=[CH:19][C:18](CO)=[CH:17][CH:16]=1)[C:3]([N:5]([CH3:14])[C:6]1[CH:11]=[CH:10][C:9]([CH2:12]O)=[CH:8][CH:7]=1)=[O:4].[ClH:23].CCCCCC.[CH:30]([Cl:33])(Cl)Cl>>[CH3:1][N:2]([C:15]1[CH:20]=[CH:19][C:18]([CH2:30][Cl:33])=[CH:17][CH:16]=1)[C:3]([N:5]([CH3:14])[C:6]1[CH:11]=[CH:10][C:9]([CH2:12][Cl:23])=[CH:8][CH:7]=1)=[O:4]. Procedure: A solution of 10 g N,N'-dimethyl-N,N'-bis(p-hydroxymethylphenyl) urea in 250 ml CHCl3 was stirred vigorously for two hours with 250 ml conc. HCl. The layers were separated, and the organic phase was washed with dilute HCl, dried, and stripped to give a yellow oil. Trituration with hexane caused the product to crystallize. Filtration, washing with hexane, and air drying gave 3.5 g of a fluffy-white crystalline solid which was pure by TLC, m.p. 72°-73° C. The reactants are BrCC1CC1, O=S(=O)(c1ccc(N2CCOCC2)nc1)N1CCC2=Cc3c(cnn3-c3ccc(F)cc3)CC2(CO)C1. The product is O=S(=O)(c1ccc(N2CCOCC2)nc1)N1CCC2=Cc3c(cnn3-c3ccc(F)cc3)CC2(COCC2CC2)C1. As a reaction SMILES: [CH:38]1([CH2:41][Br:42])[CH2:39][CH2:40]1.[F:1][c:2]1[cH:3][cH:4][c:5](-[n:8]2[n:9][cH:10][c:11]3[c:12]2[CH:13]=[C:14]2[CH2:15][CH2:16][N:17]([S:23](=[O:24])(=[O:25])[c:26]4[cH:27][n:28][c:29]([N:32]5[CH2:33][CH2:34][O:35][CH2:36][CH2:37]5)[cH:30][cH:31]4)[CH2:18][C:19]2([CH2:21][OH:22])[CH2:20]3)[cH:6][cH:7]1>>[F:1][c:2]1[cH:3][cH:4][c:5](-[n:8]2[n:9][cH:10][c:11]3[c:12]2[CH:13]=[C:14]2[CH2:15][CH2:16][N:17]([S:23](=[O:24])(=[O:25])[c:26]4[cH:27][n:28][c:29]([N:32]5[CH2:33][CH2:34][O:35][CH2:36][CH2:37]5)[cH:30][cH:31]4)[CH2:18][C:19]2([CH2:21][O:22][CH2:41][CH:38]2[CH2:39][CH2:40]2)[CH2:20]3)[cH:6][cH:7]1. Reactants: ClCCl, CC(C)(C)OC(=O)NC1=NC2(c3cc(NC(=O)c4ccccn4)ccc3F)OCCC2CS1, O=C(O)C(F)(F)F. Product: NC1=NC2(c3cc(NC(=O)c4ccccn4)ccc3F)OCCC2CS1. Reaction SMILES: [Cl:41][CH2:42][Cl:43].[F:1][c:2]1[c:3]([C:17]23[N:18]=[C:19]([NH:26][C:27](=[O:28])[O:29][C:30]([CH3:31])([CH3:32])[CH3:33])[S:20][CH2:21][CH:22]2[CH2:23][CH2:24][O:25]3)[cH:4][c:5]([NH:8][C:9]([c:10]2[n:11][cH:12][cH:13][cH:14][cH:15]2)=[O:16])[cH:6][cH:7]1.[F:34][C:35]([F:36])([F:37])[C:38]([OH:39])=[O:40]>>[F:1][c:2]1[c:3]([C:17]23[N:18]=[C:19]([NH2:26])[S:20][CH2:21][CH:22]2[CH2:23][CH2:24][O:25]3)[cH:4][c:5]([NH:8][C:9]([c:10]2[n:11][cH:12][cH:13][cH:14][cH:15]2)=[O:16])[cH:6][cH:7]1. Starting materials: BrCCCBr, CCOC(C)=O, COC(=O)CCC(NC(=O)OC(C)(C)C)C(=O)OC, Cl, [H-], [Na+], CN(C)C=O. Product: COC(=O)C(CC1(C(=O)OC)CCC1)NC(=O)OC(C)(C)C. RXN SMILES: [Br:22][CH2:23][CH2:24][CH2:25][Br:26].[CH3:33][CH2:34][O:35][C:36]([CH3:37])=[O:38].[CH3:3][O:4][C:5]([CH:6]([CH2:7][CH2:8][C:9](=[O:10])[O:11][CH3:12])[NH:13][C:14](=[O:15])[O:16][C:17]([CH3:18])([CH3:19])[CH3:20])=[O:21].[ClH:27].[H-:1].[Na+:2].[O:28]=[CH:29][N:30]([CH3:31])[CH3:32]>>[CH3:3][O:4][C:5]([CH:6]([CH2:7][C:8]1([C:9](=[O:10])[O:11][CH3:12])[CH2:23][CH2:24][CH2:25]1)[NH:13][C:14](=[O:15])[O:16][C:17]([CH3:18])([CH3:19])[CH3:20])=[O:21].